Task: describe an organic reaction: reactants, conditions, products, and yield. Dataset: the Open Reaction Database (ORD), a public repository of structured organic reaction records The reactants are C(=O)=O.CC(=O)C (dry ice acetone), [Cl-].[NH4+] (ammonium chloride), CNC(=O)C=1C(=CC=CC1)C (N-methyl-o-toluamide), [Li]CCCC (n-BuLi), C1(=CC=CC=C1)OC (anisole). Solvent: CCOCC (ether), C1CCOC1 (THF). Reaction conditions: temperature -70 celsius, time 2 hour. Yields the product COC1=CC=C(C=C1)C=1NC(C2=CC=CC=C2C1)=O (3-(4-Methoxyphenyl)isoquinolin-1-one). The yield is 22.8%. Reaction SMILES: [CH3:1][NH:2][C:3]([C:5]1[C:6]([CH3:11])=[CH:7][CH:8]=[CH:9][CH:10]=1)=[O:4].[Li]CCCC.[C:17]1([O:23][CH3:24])[CH:22]=[CH:21][CH:20]=[CH:19][CH:18]=1.C(=O)=O.CC(C)=O.[Cl-].[NH4+]>C1COCC1.CCOCC>[CH3:24][O:23][C:17]1[CH:22]=[CH:21][C:20]([C:1]2[NH:2][C:3](=[O:4])[C:5]3[C:6]([CH:11]=2)=[CH:7][CH:8]=[CH:9][CH:10]=3)=[CH:19][CH:18]=1 |f:3.4,5.6|. Procedure details: To a solution of N-methyl-o-toluamide (4.47 g) in THF (100 ml) was added dropwise 1.6 M n-BuLi (40 ml, 2.2 equivalents) in nitrogen atmosphere at 0° C. After stirring for 2 hr, the resulting solution was cooled in a dry ice/acetone bath to −70° C., followed by the addition of anisole (4.0 g) at once. The reaction mixture was drawn out of the dry ice/acetone bath, and then returned to room temperature. Three hours later, an aqueous solution of saturated ammonium chloride and ether were added ther... The reactants are [H-].[Na+] (sodium hydride), C(C)(C)(C)OC(=O)N1[C@H](CN(CC1)C(=O)OC(C)(C)C)CCO ((S)-2-(2-hydroxyethyl)piperazine-1,4-dicarboxylic acid di-tert-butyl ester), CI (methyl iodide). Run in [Cl-].[NH4+] (ammonium chloride), O1CCCC1 (tetrahydrofuran). Run at time 20 minute. Yields the product C(C)(C)(C)OC(=O)N1C(CN(CC1)C(=O)OC(C)(C)C)CCOC (2-(2-methoxyethyl)-piperazine-1,4-dicarboxylic acid di-tert-butyl ester). RXN SMILES: [H-].[Na+].[C:3]([O:7][C:8]([N:10]1[CH2:15][CH2:14][N:13]([C:16]([O:18][C:19]([CH3:22])([CH3:21])[CH3:20])=[O:17])[CH2:12][C@@H:11]1[CH2:23][CH2:24][OH:25])=[O:9])([CH3:6])([CH3:5])[CH3:4].[CH3:26]I>O1CCCC1.[Cl-].[NH4+]>[C:3]([O:7][C:8]([N:10]1[CH2:15][CH2:14][N:13]([C:16]([O:18][C:19]([CH3:22])([CH3:21])[CH3:20])=[O:17])[CH2:12][CH:11]1[CH2:23][CH2:24][O:25][CH3:26])=[O:9])([CH3:6])([CH3:5])[CH3:4] |f:0.1,5.6|. Reported procedure: Add sodium hydride (0.675 g, 16.9 mmol) in portions to a 0° C. solution of (S)-2-(2-hydroxyethyl)piperazine-1,4-dicarboxylic acid di-tert-butyl ester (3.72 g, 11.3 mmol) in tetrahydrofuran (50 mL) and stir. After 20 minutes, add methyl iodide (1.4 mL, 22.5 mmol) dropwise. Allow the mixture to reach room temperature overnight, dilute with saturated ammonium chloride and extract three times with ethyl acetate. Combine the organic layers, dry over sodium sulfate and concentrate under reduced pressu... Starting materials: Teflon, ClC=1C(=NC=C(C1)C(F)(F)F)F (3-chloro-2-fluoro-5-trifluoromethylpyridine), Cl (HCl). Conditions: time 20 hour. The product is ClC1=NC=C(C=C1Cl)C(F)(F)F (2,3-dichloro-5-trifluoromethylpyridine). The yield is 97.7%. As a reaction SMILES: [Cl:1][C:2]1[C:3](F)=[N:4][CH:5]=[C:6]([C:8]([F:11])([F:10])[F:9])[CH:7]=1.[ClH:13]>>[Cl:13][C:3]1[C:2]([Cl:1])=[CH:7][C:6]([C:8]([F:11])([F:10])[F:9])=[CH:5][N:4]=1. Procedure details: A 45 milliliter (ml) Teflon®-lined Parr bomb, which was equipped with a pressure gauge, rupture disk and needle valve, was charged with 2 grams (g) of 3-chloro-2-fluoro-5-trifluoromethylpyridine and then pressurized with anhydrous HCl to 200 psig. The bomb was placed in a heated rocker and kept at 110° C. for 20 hours. The maximum pressure was 220 psig. The bomb was removed from the heater and allowed to cool to room temperature, at which time it was placed in an ice bath. The bomb was vented to... Reactants: CC#N, ClCc1ccccc1, O=C1CN2CCC1CC2. Yields the product O=C1C[N+]2(Cc3ccccc3)CCC1CC2, [Cl-]. As a reaction SMILES: [CH3:18][C:19]#[N:20].[Cl:1][CH2:2][c:3]1[cH:4][cH:5][cH:6][cH:7][cH:8]1.[N:9]12[CH2:10][C:11](=[O:17])[CH:12]([CH2:13][CH2:14]1)[CH2:15][CH2:16]2>>[CH2:2]([c:3]1[cH:4][cH:5][cH:6][cH:7][cH:8]1)[N+:9]12[CH2:10][C:11](=[O:17])[CH:12]([CH2:13][CH2:14]1)[CH2:15][CH2:16]2.[Cl-:1]. The reactants are O (Water), ClCN1C=C(C(=C1)C(F)(F)F)C#N (1-chloromethyl-3-cyano-4-trifluoromethyl-1H-pyrole), FC(CCC(C#N)C#N)(F)F ((3,3,3-trifluoropropyl)malononitrile), C([O-])([O-])=O.[K+].[K+] (potassium carbonate). Solvent: CN(C=O)C (N,N-dimethylformamide). Conditions: time 8 hour. The product is C(#N)C1=CN(C=C1C(F)(F)F)CC(C#N)(C#N)CCC(F)(F)F ([(3-cyano-4-trifluoromethyl-1H-pyrole-1-yl) methyl](3,3, 3-trifluoropropyl) malononitrile). The yield is 25.7%. As a reaction SMILES: Cl[CH2:2][N:3]1[CH:7]=[C:6]([C:8]([F:11])([F:10])[F:9])[C:5]([C:12]#[N:13])=[CH:4]1.[F:14][C:15]([F:24])([F:23])[CH2:16][CH2:17][CH:18]([C:21]#[N:22])[C:19]#[N:20].C(=O)([O-])[O-].[K+].[K+].O>CN(C)C=O>[C:12]([C:5]1[C:6]([C:8]([F:11])([F:10])[F:9])=[CH:7][N:3]([CH2:2][C:18]([CH2:17][CH2:16][C:15]([F:14])([F:23])[F:24])([C:19]#[N:20])[C:21]#[N:22])[CH:4]=1)#[N:13] |f:2.3.4|. Procedure details: 0.80 g of 1-chloromethyl-3-cyano-4-trifluoromethyl-1H-pyrole and 0.67 g of (3,3,3-trifluoropropyl)malononitrile were dissolved in 10 ml of N,N-dimethylformamide. 0.57 g of potassium carbonate was added to the solution under ice cooling, followed by stirring at room temperature for overnight. Water was added to the reaction mixture, and then extracted with ethyl acetate. The organic layer was washed with saturated aqueous solution of sodium chloride, dried over anhydrous magnesium sulfate, filter... Starting materials: CCCCCC (hexane), solution, [Br-].FC(C(=C)[Zn+])(F)F (1-(trifluoromethyl)ethenyl zinc bromide), ClC1=C(C=C(C=C1)I)C(F)(F)F (2-chloro-5-iodobenzotrifluoride). The reagents and catalysts are Cl[Pd]([P](C1=CC=CC=C1)(C2=CC=CC=C2)C3=CC=CC=C3)([P](C4=CC=CC=C4)(C5=CC=CC=C5)C6=CC=CC=C6)Cl (dichlorobis(triphenylphosphine)palladium(II)). Run in O1CCCC1 (tetrahydrofuran). Product: ClC1=C(C=C(C=C1)C(=C)C(F)(F)F)C(F)(F)F (4-Chloro-3-trifluoromethyl-1-[1-(trifluoromethyl)ethenyl]benzene). RXN SMILES: [Br-].[F:2][C:3]([F:8])([F:7])[C:4]([Zn+])=[CH2:5].[Cl:9][C:10]1[CH:15]=[CH:14][C:13](I)=[CH:12][C:11]=1[C:17]([F:20])([F:19])[F:18].CCCCCC>O1CCCC1.Cl[Pd](Cl)([P](C1C=CC=CC=1)(C1C=CC=CC=1)C1C=CC=CC=1)[P](C1C=CC=CC=1)(C1C=CC=CC=1)C1C=CC=CC=1>[Cl:9][C:10]1[CH:15]=[CH:14][C:13]([C:4]([C:3]([F:8])([F:7])[F:2])=[CH2:5])=[CH:12][C:11]=1[C:17]([F:20])([F:19])[F:18] |f:0.1,^1:34,53|. Reported procedure: To 1M solution of 1-(trifluoromethyl)ethenyl zinc bromide in tetrahydrofuran (see J. Org. Chem. 1991, 56, 7336 for preparation) (53 mL) under nitrogen atmosphere was added 2-chloro-5-iodobenzotrifluoride (7.1 g), followed by the addition of dichlorobis(triphenylphosphine)palladium(II) (0.65 g). The mixture was stirred under reflux for 2.5 hours and then cooled to room temperature. To the resulting mixture was added hexane (100 mL) and filtered, and the filtrate was washed with water (50 mL) and ... The reactants are [BH4-], C1CCOC1, COc1ccc(N2CCN(c3c(C)c4c(c(C(C)=O)c3C)OC(C)(C)C4)CC2)cc1, CO, [Na+], O. The product is COc1ccc(N2CCN(c3c(C)c4c(c(C(C)O)c3C)OC(C)(C)C4)CC2)cc1. Reaction SMILES: [BH4-:31].[CH2:34]1[O:35][CH2:36][CH2:37][CH2:38]1.[CH3:1][O:2][c:3]1[cH:4][cH:5][c:6]([N:9]2[CH2:10][CH2:11][N:12]([c:15]3[c:16]([CH3:30])[c:17]([C:27]([CH3:28])=[O:29])[c:18]4[c:19]([c:25]3[CH3:26])[CH2:20][C:21]([CH3:23])([CH3:24])[O:22]4)[CH2:13][CH2:14]2)[cH:7][cH:8]1.[CH3:39][OH:40].[Na+:32].[OH2:33]>>[CH3:1][O:2][c:3]1[cH:4][cH:5][c:6]([N:9]2[CH2:10][CH2:11][N:12]([c:15]3[c:16]([CH3:30])[c:17]([CH:27]([CH3:28])[OH:29])[c:18]4[c:19]([c:25]3[CH3:26])[CH2:20][C:21]([CH3:23])([CH3:24])[O:22]4)[CH2:13][CH2:14]2)[cH:7][cH:8]1. Reactants: C[Al](C)C, c1cn(-c2ccc3c(c2)OCCNCCO3)cn1, O=C(O)Cc1ccc(-n2ccnc2)cc1. The product is O=C(Cc1ccc(-n2ccnc2)cc1)N1CCOc2ccc(-n3ccnc3)cc2OCC1. As a reaction SMILES: [CH3:19][Al:20]([CH3:21])[CH3:22].[n:1]1(-[c:6]2[cH:7][c:8]3[c:9]([cH:17][cH:18]2)[O:10][CH2:11][CH2:12][NH:13][CH2:14][CH2:15][O:16]3)[cH:2][n:3][cH:4][cH:5]1.[n:23]1(-[c:28]2[cH:29][cH:30][c:31]([CH2:34][C:35](=[O:36])[OH:37])[cH:32][cH:33]2)[cH:24][n:25][cH:26][cH:27]1>>[n:1]1(-[c:6]2[cH:7][c:8]3[c:9]([cH:17][cH:18]2)[O:10][CH2:11][CH2:12][N:13]([C:35]([CH2:34][c:31]2[cH:30][cH:29][c:28](-[n:23]4[cH:24][n:25][cH:26][cH:27]4)[cH:33][cH:32]2)=[O:36])[CH2:14][CH2:15][O:16]3)[cH:2][n:3][cH:4][cH:5]1. The reactants are IC1=CC(=NN1C1=CC=CC=C1)N (5-iodo-1-phenyl-1H-pyrazol-3-ylamine), FC(OC=1C=C(C=CC1)B(O)O)(F)F (3-(trifluoromethoxy)phenyl boronic acid), aqueous solution, C([O-])([O-])=O.[Na+].[Na+] (sodium carbonate), C1(CCCCC1)P(C1CCCCC1)C1CCCCC1 (tricyclohexylphosphine), C(O)([O-])=O.[Na+] (sodium hydrogen carbonate). Reagents/catalysts: C(C)(=O)[O-].[Pd+2].C(C)(=O)[O-] (palladium acetate). Solvent: COCCOC (ethylene glycol dimethyl ether). The product is C1(=CC=CC=C1)N1N=C(C=C1C1=CC(=CC=C1)OC(F)(F)F)N (1-Phenyl-5-(3-(trifluoromethoxy)phenyl)-1H-pyrazol-3-ylamine). Isolated yield 44.0%. As a reaction SMILES: I[C:2]1[N:6]([C:7]2[CH:12]=[CH:11][CH:10]=[CH:9][CH:8]=2)[N:5]=[C:4]([NH2:13])[CH:3]=1.[F:14][C:15]([F:27])([F:26])[O:16][C:17]1[CH:18]=[C:19](B(O)O)[CH:20]=[CH:21][CH:22]=1.C(=O)([O-])[O-].[Na+].[Na+].C1(P(C2CCCCC2)C2CCCCC2)CCCCC1.C(=O)([O-])O.[Na+]>COCCOC.C([O-])(=O)C.[Pd+2].C([O-])(=O)C>[C:7]1([N:6]2[C:2]([C:19]3[CH:20]=[CH:21][CH:22]=[C:17]([O:16][C:15]([F:14])([F:26])[F:27])[CH:18]=3)=[CH:3][C:4]([NH2:13])=[N:5]2)[CH:12]=[CH:11][CH:10]=[CH:9][CH:8]=1 |f:2.3.4,6.7,9.10.11|. Reported procedure: To a solution of 5-iodo-1-phenyl-1H-pyrazol-3-ylamine (605 mg) in ethylene glycol dimethyl ether (12 ml) were sequentially added 3-(trifluoromethoxy)phenyl boronic acid (481 mg), a 2M aqueous solution of sodium carbonate (6 ml), tricyclohexylphosphine (119 mg), palladium acetate (48 mg), and the mixture was stirred for 2 hours at reflux. This reaction mixture was cooled to room temperature, and a saturated aqueous solution of sodium hydrogen carbonate was added thereto, and then the mixture was ... The reactants are O=C([O-])[O-], CCOC(C)=O, CB1OB(C)OB(C)O1, COc1ccc([N+](=O)[O-])c(Cl)n1, [K+], [K+], C1COCCO1, [Pd], c1ccc(P(c2ccccc2)c2ccccc2)cc1, c1ccc(P(c2ccccc2)c2ccccc2)cc1, c1ccc(P(c2ccccc2)c2ccccc2)cc1, c1ccc(P(c2ccccc2)c2ccccc2)cc1. Product: COc1ccc([N+](=O)[O-])c(C)n1. As a reaction SMILES: [C:28](=[O:29])([O-:30])[O-:31].[CH3:111][CH2:112][O:113][C:114](=[O:115])[CH3:116].[CH3:19][B:20]1[O:21][B:22]([CH3:23])[O:24][B:25]([CH3:26])[O:27]1.[Cl:1][c:2]1[n:3][c:4]([O:11][CH3:12])[cH:5][cH:6][c:7]1[N+:8](=[O:9])[O-:10].[K+:32].[K+:33].[O:13]1[CH2:14][CH2:18][O:17][CH2:16][CH2:15]1.[Pd:34].[c:35]1([P:36]([c:37]2[cH:38][cH:39][cH:40][cH:41][cH:42]2)[c:43]2[cH:44][cH:45][cH:46][cH:47][cH:48]2)[cH:49][cH:50][cH:51][cH:52][cH:53]1.[c:54]1([P:55]([c:56]2[cH:57][cH:58][cH:59][cH:60][cH:61]2)[c:62]2[cH:63][cH:64][cH:65][cH:66][cH:67]2)[cH:68][cH:69][cH:70][cH:71][cH:72]1.[c:73]1([P:74]([c:75]2[cH:76][cH:77][cH:78][cH:79][cH:80]2)[c:81]2[cH:82][cH:83][cH:84][cH:85][cH:86]2)[cH:87][cH:88][cH:89][cH:90][cH:91]1.[c:92]1([P:93]([c:94]2[cH:95][cH:96][cH:97][cH:98][cH:99]2)[c:100]2[cH:101][cH:102][cH:103][cH:104][cH:105]2)[cH:106][cH:107][cH:108][cH:109][cH:110]1>>[c:2]1([CH3:14])[n:3][c:4]([O:11][CH3:12])[cH:5][cH:6][c:7]1[N+:8](=[O:9])[O-:10].